describe an organic reaction: reactants, conditions, products, and yield From a dataset of the Open Reaction Database (ORD), a public repository of structured organic reaction records. As a reaction SMILES: [CH3:7][C:8](=[O:9])[CH3:10].[Cl:1][CH2:2][CH2:3][C:4](=[O:5])[Cl:6].[ClH:18].[NH2:11][c:12]1[cH:13][cH:14][cH:15][cH:16][cH:17]1.[OH2:19]>>[Cl:1][CH2:2][CH2:3][C:4](=[O:5])[NH:11][c:12]1[cH:13][cH:14][cH:15][cH:16][cH:17]1. Reactants: CC(C)=O, O=C(Cl)CCCl, Cl, Nc1ccccc1, O. The product is O=C(CCCl)Nc1ccccc1. Starting materials: OCc1ncnn1-c1cc(F)ccc1Br, N#C[Cu], N#Cc1ccc(F)cc1-n1cccn1, CN(C)C=O. The product is N#Cc1ccc(F)cc1-n1ncnc1CO. Reaction SMILES: [Br:1][c:2]1[c:3](-[n:9]2[n:10][cH:11][n:12][c:13]2[CH2:14][OH:15])[cH:4][c:5]([F:8])[cH:6][cH:7]1.[Cu:16][C:17]#[N:18].[F:19][c:20]1[cH:21][cH:22][c:23]([C:24]#[N:25])[c:26](-[n:27]2[cH:28][cH:29][cH:30][n:31]2)[cH:32]1.[O:33]=[CH:34][N:35]([CH3:36])[CH3:37]>>[c:2]1([C:17]#[N:18])[c:3](-[n:9]2[n:10][cH:11][n:12][c:13]2[CH2:14][OH:15])[cH:4][c:5]([F:8])[cH:6][cH:7]1. Reactants: CC(=O)O, CO, [Na+], [OH-], COC(=O)c1noc(-c2ccccc2)c1CCC(F)(F)F. Product: O=C(O)c1noc(-c2ccccc2)c1CCC(F)(F)F. Reaction SMILES: [CH3:24][C:25](=[O:26])[OH:27].[CH3:28][OH:29].[Na+:23].[OH-:22].[c:1]1(-[c:7]2[c:8]([CH2:16][CH2:17][C:18]([F:19])([F:20])[F:21])[c:9]([C:12](=[O:13])[O:14][CH3:15])[n:10][o:11]2)[cH:2][cH:3][cH:4][cH:5][cH:6]1>>[c:1]1(-[c:7]2[c:8]([CH2:16][CH2:17][C:18]([F:19])([F:20])[F:21])[c:9]([C:12](=[O:13])[OH:14])[n:10][o:11]2)[cH:2][cH:3][cH:4][cH:5][cH:6]1. RXN SMILES: [Br:13][N:14]1[C:15](=[O:16])[CH2:17][CH2:18][C:19]1=[O:20].[C:21]([O:22][O:23][C:24](=[O:25])[c:26]1[cH:27][cH:28][cH:29][cH:30][cH:31]1)(=[O:32])[c:33]1[cH:34][cH:35][cH:36][cH:37][cH:38]1.[C:39]([Cl:40])([Cl:41])([Cl:42])[Cl:43].[F:1][C:2]([S:3][c:4]1[cH:5][cH:6][c:7]([CH3:10])[cH:8][cH:9]1)([F:11])[F:12]>>[F:1][C:2]([S:3][c:4]1[cH:5][cH:6][c:7]([CH2:10][Br:13])[cH:8][cH:9]1)([F:11])[F:12]. Starting materials: O=C1CCC(=O)N1Br, O=C(OOC(=O)c1ccccc1)c1ccccc1, ClC(Cl)(Cl)Cl, Cc1ccc(SC(F)(F)F)cc1. Yields the product FC(F)(F)Sc1ccc(CBr)cc1. Product: C(#N)CC1=CC2=C(C(NC3=C(S2)C=CC=C3)=O)C=C1 (3-Cyanomethyl-10,11-dihydro-11-oxodibenzo[b,f][1,4]thiazepine). Reaction SMILES: Br[CH2:2][C:3]1[CH:18]=[CH:17][C:6]2[C:7](=[O:16])[NH:8][C:9]3[CH:15]=[CH:14][CH:13]=[CH:12][C:10]=3[S:11][C:5]=2[CH:4]=1.[C-:19]#[N:20].[Na+]>CN(C)C=O>[C:19]([CH2:2][C:3]1[CH:18]=[CH:17][C:6]2[C:7](=[O:16])[NH:8][C:9]3[CH:15]=[CH:14][CH:13]=[CH:12][C:10]=3[S:11][C:5]=2[CH:4]=1)#[N:20] |f:1.2|. Reported procedure: Dissolve 6.4 gm. of the bromide of Step B in 75 cc. of dimethylformamide and add 2.95 gm. of sodium cyanide. Stir the mixture at room temperature for 1.5 hours. Dilute with 600 cc. of water and extract three times with ether. Wash the combined organics with water, dry and strip to a solid residue. Triturate in hexane and recover the solid by filtration. Starting materials: BrCC1=CC2=C(C(NC3=C(S2)C=CC=C3)=O)C=C1 (3-Bromomethyl-10,11-dihydro-11-oxodibenzo[b,f][1,4]thiazepine), [C-]#N.[Na+] (sodium cyanide). Run in CN(C=O)C (dimethylformamide). Run at time 1.5 hour. Reactants: C1OC=2C=C(CN)C=CC2O1 (3,4-methylenedioxy-benzylamine), COC(C1=CC=C(C=C1)C=1N=C(C2=C(N1)SC1=C2CCCC1)Cl)=O (4-(4-chloro-5,6,7,8-tetrahydro-[1]-benzothieno-[2,3-d]-pyrimidin-2-yl)-benzoic acid methylester). Product: COC(C1=CC=C(C=C1)C=1N=C(C2=C(N1)SC1=C2CCCC1)NCC1=CC2=C(C=C1)OCO2)=O (4-[4-(3,4-methylenedioxybenzylamino)-5,6,7,8-tetrahydro-[1]-benzothieno-[2,3-d]-pyrimidin-2-yl]-benzoic acid methylester). RXN SMILES: [CH2:1]1[O:11][C:10]2[CH:9]=[CH:8][C:5]([CH2:6][NH2:7])=[CH:4][C:3]=2[O:2]1.[CH3:12][O:13][C:14](=[O:35])[C:15]1[CH:20]=[CH:19][C:18]([C:21]2[N:22]=[C:23](Cl)[C:24]3[C:29]4[CH2:30][CH2:31][CH2:32][CH2:33][C:28]=4[S:27][C:25]=3[N:26]=2)=[CH:17][CH:16]=1>>[CH3:12][O:13][C:14](=[O:35])[C:15]1[CH:16]=[CH:17][C:18]([C:21]2[N:22]=[C:23]([NH:7][CH2:6][C:5]3[CH:8]=[CH:9][C:10]4[O:11][CH2:1][O:2][C:3]=4[CH:4]=3)[C:24]3[C:29]4[CH2:30][CH2:31][CH2:32][CH2:33][C:28]=4[S:27][C:25]=3[N:26]=2)=[CH:19][CH:20]=1. Procedure details: The reaction procedure as above wherein 3,4-methylenedioxy-benzylamine is reacted with 4-(4-chloro-5,6,7,8-tetrahydro-[1]-benzothieno-[2,3-d]-pyrimidin-2-yl)-benzoic acid methylester yields 4-[4-(3,4-methylenedioxybenzylamino)-5,6,7,8-tetrahydro-[1]-benzothieno-[2,3-d]-pyrimidin-2-yl]-benzoic acid methylester, m.p. 198° C.